Dataset: the Open Reaction Database (ORD), a public repository of structured organic reaction records. Task: describe an organic reaction: reactants, conditions, products, and yield The reactants are CCOC(=O)c1cnc(C#Cc2ccccc2)s1, [Li+], C1CCOC1, [OH-], O. The product is O=C(O)c1cnc(C#Cc2ccccc2)s1. Reaction SMILES: [CH2:1]([CH3:2])[O:3][C:4](=[O:5])[c:6]1[cH:7][n:8][c:9]([C:11]#[C:12][c:13]2[cH:14][cH:15][cH:16][cH:17][cH:18]2)[s:10]1.[Li+:19].[O:21]1[CH2:22][CH2:23][CH2:24][CH2:25]1.[OH-:20].[OH2:26]>>[O:3]=[C:4]([OH:5])[c:6]1[cH:7][n:8][c:9]([C:11]#[C:12][c:13]2[cH:14][cH:15][cH:16][cH:17][cH:18]2)[s:10]1. The reactants are FC=1C(=C(C=CC1)C(CC(C=O)(C(F)(F)F)O)C(C)C)OC (4-(3-fluoro-2-methoxyphenyl)-2-hydroxy-5-methyl-2-(trifluoromethyl)hexanal), NC1=C2C=CC(=NC2=CC=C1)C (5-amino-2-methylquinoline). Reagents/catalysts: [O-]CC.[O-]CC.[O-]CC.[O-]CC.[Ti+4] (titanium tetraethoxide). The product is FC=1C(=C(C=CC1)C(CC(C=NC1=C2C=CC(=NC2=CC=C1)C)(O)C(F)(F)F)C(C)C)OC (4-(3-fluoro-2-methoxyphenyl)-1-[(2-methylquinolin-5-yl)imino]-5-methyl-2-(trifluoromethyl)hexan-2-ol). RXN SMILES: [F:1][C:2]1[C:3]([O:21][CH3:22])=[C:4]([CH:8]([CH:18]([CH3:20])[CH3:19])[CH2:9][C:10]([OH:17])([C:13]([F:16])([F:15])[F:14])[CH:11]=O)[CH:5]=[CH:6][CH:7]=1.[NH2:23][C:24]1[CH:33]=[CH:32][CH:31]=[C:30]2[C:25]=1[CH:26]=[CH:27][C:28]([CH3:34])=[N:29]2>[O-]CC.[O-]CC.[O-]CC.[O-]CC.[Ti+4]>[F:1][C:2]1[C:3]([O:21][CH3:22])=[C:4]([CH:8]([CH:18]([CH3:20])[CH3:19])[CH2:9][C:10]([C:13]([F:15])([F:14])[F:16])([OH:17])[CH:11]=[N:23][C:24]2[CH:33]=[CH:32][CH:31]=[C:30]3[C:25]=2[CH:26]=[CH:27][C:28]([CH3:34])=[N:29]3)[CH:5]=[CH:6][CH:7]=1 |f:2.3.4.5.6|. Procedure: In the same way as in Example 61, 200 mg (0.62 mmol) of 4-(3-fluoro-2-methoxyphenyl)-2-hydroxy-5-methyl-2-(trifluoromethyl)hexanal, 125 mg (0.80 mmol) of 5-amino-2-methylquinoline and 0.3 ml of titanium tetraethoxide are reacted to give 4-(3-fluoro-2-methoxyphenyl)-1-[(2-methylquinolin-5-yl)imino]-5-methyl-2-(trifluoromethyl)hexan-2-ol. 229 mg of imine purified by column chromatography (silica gel, hexane/ethyl acetate 0-35%) are cyclized in the same way as in Example 61 at −20° C. with 5 ml (5 ... Starting materials: NC=1C=C2CCCC2=CC1 (5-aminoindane), ClCCN=C=O (2-chloroethyl isocyanate). Solvent: C(C)OCC (ethyl ether). Conditions: time 16 hour. Yields the product ClCCNC(NC=1C=C2CCCC2=CC1)=O (5-[3-(2-chloroethyl)ureido]indane). The yield is 40.0%. RXN SMILES: [NH2:1][C:2]1[CH:3]=[C:4]2[C:8](=[CH:9][CH:10]=1)[CH2:7][CH2:6][CH2:5]2.[Cl:11][CH2:12][CH2:13][N:14]=[C:15]=[O:16]>C(OCC)C>[Cl:11][CH2:12][CH2:13][NH:14][C:15](=[O:16])[NH:1][C:2]1[CH:3]=[C:4]2[C:8](=[CH:9][CH:10]=1)[CH2:7][CH2:6][CH2:5]2. Reported procedure: To a solution of 2 g of 5-aminoindane in 125 mL of anhydrous ethyl ether was added dropwise, 1.25 g of 2-chloroethyl isocyanate. This solution is stirred for 16 h at room temperature, cooled at -20° C., and filtered. A white solid separated and was recrystallized from ethanol (white flakes), yield 40%, mp 155°-157° C., IR (KBr pellet): 3300 (NH), 1730 (C=O, ester), and 1640 cm-1 (C=O, ureido); 1H NMR (DMSO-d6 : CDCl3): 6.96 ppm, 3.52 ppm, 3.49 ppm, 3.46 ppm, 3.43 ppm, 2.74 ppm, 2.72 ppm, 1.93 pp... Reactants: COC(=O)c1cc([N+](=O)[O-])ccc1Br, O=C([O-])[O-], CCOCC, COc1ccc(B(O)O)c(OC)c1, CCOC(C)=O, CN(C)C=O, [Cs+], [Cs+], O, Cl[Pd]Cl, c1ccc(P(c2ccccc2)c2ccccc2)cc1, c1ccc(P(c2ccccc2)c2ccccc2)cc1. Yields the product COC(=O)c1cc([N+](=O)[O-])ccc1-c1ccc(OC)cc1OC. RXN SMILES: [Br:14][c:15]1[c:16]([C:17](=[O:18])[O:19][CH3:20])[cH:21][c:22]([N+:25](=[O:26])[O-:27])[cH:23][cH:24]1.[C:28](=[O:29])([O-:30])[O-:31].[CH2:87]([O:88][CH2:89][CH3:90])[CH3:91].[CH3:1][O:2][c:3]1[c:4]([B:11]([OH:12])[OH:13])[cH:5][cH:6][c:7]([O:9][CH3:10])[cH:8]1.[CH3:34][CH2:35][O:36][C:37](=[O:38])[CH3:39].[CH3:40][N:41]([CH3:42])[CH:43]=[O:44].[Cs+:32].[Cs+:33].[OH2:86].[Pd:45]([Cl:46])[Cl:47].[c:48]1([P:49]([c:50]2[cH:51][cH:52][cH:53][cH:54][cH:55]2)[c:56]2[cH:57][cH:58][cH:59][cH:60][cH:61]2)[cH:62][cH:63][cH:64][cH:65][cH:66]1.[c:67]1([P:68]([c:69]2[cH:70][cH:71][cH:72][cH:73][cH:74]2)[c:75]2[cH:76][cH:77][cH:78][cH:79][cH:80]2)[cH:81][cH:82][cH:83][cH:84][cH:85]1>>[CH3:1][O:2][c:3]1[c:4](-[c:15]2[c:16]([C:17](=[O:18])[O:19][CH3:20])[cH:21][c:22]([N+:25](=[O:26])[O-:27])[cH:23][cH:24]2)[cH:5][cH:6][c:7]([O:9][CH3:10])[cH:8]1. The reactants are Cc1ccccc1C(C)C, C=Cc1ccccc1CCl, CC(C)c1cccc(CCl)c1Cl. Yields the product C=C(C)c1ccccc1CCl. RXN SMILES: [CH:11]([c:12]1[cH:13][cH:14][cH:15][cH:16][c:17]1[CH3:18])([CH3:19])[CH3:20].[Cl:1][CH2:2][c:3]1[c:4]([CH:9]=[CH2:10])[cH:5][cH:6][cH:7][cH:8]1.[Cl:21][CH2:22][c:23]1[c:24]([Cl:25])[c:26]([CH:27]([CH3:28])[CH3:29])[cH:30][cH:31][cH:32]1>>[Cl:1][CH2:2][c:3]1[c:4]([C:9](=[CH2:10])[CH3:11])[cH:5][cH:6][cH:7][cH:8]1. Product: C[C@H]1CCC(=CC1)O[Si](C)(C)C(C)(C)C. The solvent is C(C(F)(F)F)O (a,a,a-Trifluorotoluene). Reaction conditions: temperature 25 celsius, time 18 hour. Reagents/catalysts: [O-]P(=O)([O-])[O-].[K+].[K+].[K+]   (1M K3PO4(aq.)), O (water), c1ccc(cc1)-c2c3ccccc3cc4ccccc24 (9-Phenylanthracene), c1(c2c(P(c3cc(c(c(c3)C(C)(C)C)OC)C(C)(C)C)c3cc(c(c(c3)C(C)(C)C)OC)C(C)(C)C)ccc3c2OCO3)c(P(c2cc(c(c(c2)C(C)(C)C)OC)C(C)(C)C)c2cc(c(c(c2)C(C)(C)C)OC)C(C)(C)C)ccc2c1OCO2 ((R)-DTBM-SEGPHOS), C1CC=CCCC=C1.C1CC=CCCC=C1.Cl[Ir].Cl[Ir] ([Ir(COD)Cl]2). The reactants are C1C=C(CC=C1O[Si](C)(C)C(C)(C)C)C. RXN SMILES: [CH3:1][C:2]([CH2:7][CH:6]=[C:5]([O:8][Si:9]([C:12]([CH3:15])([CH3:14])[CH3:13])([CH3:11])[CH3:10])[CH2:4]1)=[CH:3]1>>[CH3:1][C@@H:2]1[CH2:7][CH:6]=[C:5]([O:8][Si:9]([C:12]([CH3:15])([CH3:14])[CH3:13])([CH3:11])[CH3:10])[CH2:4][CH2:3]1. Reactants: C(N)(=O)C1=NN=C(N1CC1=CC=C(C=C1)OC)S (3-Carbamoyl-4-(p-methoxybenzyl)-1,2,4-triazole-5-thiol), FC(C(=O)O)(F)F (trifluoroacetic acid), C1(=CC=CC=C1)OC (anisole). Yields the product C(N)(=O)C1=NNC(=N1)S (3-carbamoyl-1,2,4-triazole-5-thiol). The yield is 99.1%. As a reaction SMILES: [C:1]([C:4]1[N:8](CC2C=CC(OC)=CC=2)[C:7]([SH:18])=[N:6][N:5]=1)(=[O:3])[NH2:2].FC(F)(F)C(O)=O.C1(OC)C=CC=CC=1>>[C:1]([C:4]1[N:8]=[C:7]([SH:18])[NH:6][N:5]=1)(=[O:3])[NH2:2]. Reported procedure: 3-Carbamoyl-4-(p-methoxybenzyl)-1,2,4-triazole-5-thiol (2.0 g., 0.007 mole), trifluoroacetic acid (8 ml.) and anisole (2 ml.) were heated at 70° C. for 3.5 hours. At this point, most of the trifluoroacetic acid present was removed by means of evaporation under reduced pressure and the residue was subsequently triturated with diethyl ether. The resulting solid was then filtered, washed with diethyl ether and subsequently dried in vacuo at 50° C. to give pure 3-carbamoyl-1,2,4-triazole-5-thiol (1.... Starting materials: [OH-].[Na+] (sodium hydroxide), C1(CC1)N1C=C(C(C2=C(C(=C(C=C12)Br)F)C)=O)C(=O)O (1-cyclopropyl-6-fluoro-7-bromo-5-methyl-1,4- dihydro-4-oxoquinoline-3-carboxylic acid), S(=O)(Cl)Cl (thionyl chloride), ice water. Reaction conditions: time 30 minute. Yields the product C1(CC1)N1C=C(C(C2=C(C(=C(C=C12)Cl)F)C)=O)C(=O)O (1-cyclopropyl-6-fluoro-7-chloro-5-methyl-1,4-dihydro-4-oxoquinoline-3-carboxylic acid). Reaction SMILES: [CH:1]1([N:4]2[C:13]3[C:8](=[C:9]([CH3:16])[C:10]([F:15])=[C:11](Br)[CH:12]=3)[C:7](=[O:17])[C:6]([C:18]([OH:20])=[O:19])=[CH:5]2)[CH2:3][CH2:2]1.S(Cl)([Cl:23])=O.[OH-].[Na+]>>[CH:1]1([N:4]2[C:13]3[C:8](=[C:9]([CH3:16])[C:10]([F:15])=[C:11]([Cl:23])[CH:12]=3)[C:7](=[O:17])[C:6]([C:18]([OH:20])=[O:19])=[CH:5]2)[CH2:3][CH2:2]1 |f:2.3|. Procedure: To 1-cyclopropyl-6-fluoro-7-bromo-5-methyl-1,4- dihydro-4-oxoquinoline-3-carboxylic acid (0.2 g) is added thionyl chloride (2 ml) and the mixture is refluxed for 1 hour. After cooling, the reaction mixture is poured into ice-water and made alkaline with 10% aqueous sodium hydroxide solution. After stirring for 30 minutes, the resultant is extracted with dichloromethane. The aqueous layer is made acidic with 10% hydrochloric acid and then extracted with dichloroethane. The solvent is concentrated... Reaction SMILES: [CH2:43]1[O:44][CH2:45][CH2:46][CH2:47]1.[CH:1]([N:2]([CH:3]([CH3:4])[CH3:5])[CH2:6][CH3:7])([CH3:8])[CH3:9].[Cl:10][c:11]1[n:12][c:13]([NH:18][c:19]2[cH:20][c:21]([CH:24]3[CH2:25][CH2:26]3)[n:22][nH:23]2)[n:14][c:15]([Cl:17])[n:16]1.[F:27][c:28]1[cH:29][cH:30][c:31]([NH:34][C:35](=[O:36])[C:37]2([CH3:42])[NH:38][CH2:39][CH2:40][CH2:41]2)[cH:32][n:33]1>>[c:11]1([N:38]2[C:37]([C:35]([NH:34][c:31]3[cH:30][cH:29][c:28]([F:27])[n:33][cH:32]3)=[O:36])([CH3:42])[CH2:41][CH2:40][CH2:39]2)[n:12][c:13]([NH:18][c:19]2[cH:20][c:21]([CH:24]3[CH2:25][CH2:26]3)[n:22][nH:23]2)[n:14][c:15]([Cl:17])[n:16]1. Reactants: C1CCOC1, CCN(C(C)C)C(C)C, Clc1nc(Cl)nc(Nc2cc(C3CC3)n[nH]2)n1, CC1(C(=O)Nc2ccc(F)nc2)CCCN1. The product is CC1(C(=O)Nc2ccc(F)nc2)CCCN1c1nc(Cl)nc(Nc2cc(C3CC3)n[nH]2)n1.